From a dataset of the Open Reaction Database (ORD), a public repository of structured organic reaction records. describe an organic reaction: reactants, conditions, products, and yield Reactants: FC1=C(C=O)C=CC(=C1)C(F)(F)F (2-fluoro-4-(trifluoromethyl)benzaldehyde), CC(C)(C)[S@@](=O)N ((R)-2-methylpropane-2-sulfinamide). Reagents/catalysts: S(=O)(=O)([O-])[O-].[Cu+2] (copper (II) sulfate). The solvent is ClCCCl (DCE). Conditions: temperature 55 celsius. The product is FC1=C(\C=N\[S@](=O)C(C)(C)C)C=CC(=C1)C(F)(F)F ((R,E)-N-(2-fluoro-4-(trifluoromethyl)benzylidene)-2-methyl propane-2-sulfinamide). Isolated yield 95.0%. As a reaction SMILES: [F:1][C:2]1[CH:9]=[C:8]([C:10]([F:13])([F:12])[F:11])[CH:7]=[CH:6][C:3]=1[CH:4]=O.[CH3:14][C:15]([S@:18]([NH2:20])=[O:19])([CH3:17])[CH3:16]>S([O-])([O-])(=O)=O.[Cu+2].ClCCCl>[F:1][C:2]1[CH:9]=[C:8]([C:10]([F:13])([F:12])[F:11])[CH:7]=[CH:6][C:3]=1/[CH:4]=[N:20]/[S@@:18]([C:15]([CH3:17])([CH3:16])[CH3:14])=[O:19] |f:2.3|. Reported procedure: To a oven dried round bottom flask with stir bar was added 2-fluoro-4-(trifluoromethyl)benzaldehyde (5 g, 26.0 mmol), (R)-2-methylpropane-2-sulfinamide (3.47 g, 28.6 mmol) and DCE (52 mL). To this mixture was then added copper (II) sulfate (6.23 g, 39.0 mmol). The reaction mixture was heated in a preheated oil bath at 55° C. for 18 hours. The reaction mixture was filtered through a pad celite, washing the solids with DCE. The filtrate was concentrated to afford a viscous green oil of (R,E)-N-(2-... The reactants are C1=CC=CC=C1 (benzene), CC=1C=C(C(=O)O)C=C(C1O)C (3,5-dimethyl-4-hydroxybenzoic acid), C(C)(=O)OC(C)=O (acetic anhydride). Run in N1=CC=CC=C1 (pyridine). Reaction conditions: time 12 hour. Product: CC=1C=C(C(=O)O)C=C(C1OC(C)=O)C (3,5-dimethyl-4-acetoxybenzoic acid). Yield: 56.8%. Reaction SMILES: C1C=CC=CC=1.[CH3:7][C:8]1[CH:9]=[C:10]([CH:14]=[C:15]([CH3:18])[C:16]=1[OH:17])[C:11]([OH:13])=[O:12].[C:19](OC(=O)C)(=[O:21])[CH3:20]>N1C=CC=CC=1>[CH3:7][C:8]1[CH:9]=[C:10]([CH:14]=[C:15]([CH3:18])[C:16]=1[O:17][C:19](=[O:21])[CH3:20])[C:11]([OH:13])=[O:12]. Procedure details: To 60 ml of benzene was suspended 10 g/60 mmol of 3,5-dimethyl-4-hydroxybenzoic acid, and 7.5 g/74 mmol of acetic anhydride and 150 μl of pyridine were added to the suspension. The reaction mixture was refluxed under heat for 12 hours, and allowed to stand at room temperature for 12 hours. The precipitated crystals were separated by filtration and washed with a small amount of benzene and air dried to obtain 7.1 g of the desired 3,5-dimethyl-4-acetoxybenzoic acid. 1H-NMR (CDCl3): δ2.22 (6H, s), ... The reactants are CCOC(=O)C(Cc1ccc(N)cc1)NC(=O)OC(C)(C)C, [Cl-], O=C(O)c1c(Cl)cncc1Cl, ClCCl, CN(C)C=O, O=S(Cl)Cl. Product: CCOC(=O)C(Cc1ccc(NC(=O)c2c(Cl)cncc2Cl)cc1)NC(=O)OC(C)(C)C. As a reaction SMILES: [CH2:16]([CH3:17])[O:18][C:19]([CH:20]([CH2:21][c:22]1[cH:23][cH:24][c:25]([NH2:28])[cH:26][cH:27]1)[NH:29][C:30](=[O:31])[O:32][C:33]([CH3:34])([CH3:35])[CH3:36])=[O:37].[Cl-:38].[Cl:1][c:2]1[cH:3][n:4][cH:5][c:6]([Cl:11])[c:7]1[C:8](=[O:9])[OH:10].[Cl:39][CH2:40][Cl:41].[O:42]=[CH:43][N:44]([CH3:45])[CH3:46].[S:12]([Cl:13])([Cl:14])=[O:15]>>[Cl:1][c:2]1[cH:3][n:4][cH:5][c:6]([Cl:11])[c:7]1[C:8](=[O:10])[NH:28][c:25]1[cH:24][cH:23][c:22]([CH2:21][CH:20]([C:19]([O:18][CH2:16][CH3:17])=[O:37])[NH:29][C:30](=[O:31])[O:32][C:33]([CH3:34])([CH3:35])[CH3:36])[cH:27][cH:26]1. Starting materials: [BH4-].[Na+] (sodium borohydride), [OH-].[Na+] (NaOH), C(C)(C)OC(=O)N1C2=C(C(CCC1)=NO)C=CC(=C2)Cl (8-chloro-5-hydroxyimino-2,3,4,5-tetrahydro-benzo[b]azepine-1-carboxylic acid isopropyl ester), MoO3. Solvent: CN(C)C=O (DMF), CO (MeOH). Conditions: time 8 hour. Yields the product C(C)(C)OC(=O)N1C2=C(C(CCC1)N)C=CC(=C2)Cl (5-Amino-8-chloro-2,3,4,5-tetrahydro-benzo[b]azepine-1-carboxylic acid isopropyl ester), hydrochloride salt. Isolated yield 80.0%. Reaction SMILES: [CH:1]([O:4][C:5]([N:7]1[CH2:13][CH2:12][CH2:11][C:10](=[N:14]O)[C:9]2[CH:16]=[CH:17][C:18]([Cl:20])=[CH:19][C:8]1=2)=[O:6])([CH3:3])[CH3:2].[BH4-].[Na+].[OH-].[Na+]>CO.CN(C=O)C>[CH:1]([O:4][C:5]([N:7]1[CH2:13][CH2:12][CH2:11][CH:10]([NH2:14])[C:9]2[CH:16]=[CH:17][C:18]([Cl:20])=[CH:19][C:8]1=2)=[O:6])([CH3:3])[CH3:2] |f:1.2,3.4|. Procedure details: To a mixture of 8-chloro-5-hydroxyimino-2,3,4,5-tetrahydro-benzo[b]azepine-1-carboxylic acid isopropyl ester (3.33 g, 11.2 mmole) and MoO3 (2.45 g, 17.0 μmmole) in MeOH (50.0 ml) was added a solution of sodium borohydride (2.13 g, 56.2 mmole) in DMF (50.0 ml). The reaction was stirred at room temperature overnight. To the reaction mixture was added 2.0N NaOH (aq) (100 ml). The precipitate was removed by filtration, and the filtrate was extracted with ethyl acetate (5×100 ml). The combined organi... Reactants: CNOC, CCN(C(C)C)C(C)C, ClC(Cl)Cl, Cl, O=S(Cl)Cl, O=C(O)c1ccc(C2OCCn3cncc32)cc1. Yields the product CON(C)C(=O)c1ccc(C2OCCn3cncc32)cc1. As a reaction SMILES: [CH3:24][NH:25][O:26][CH3:27].[CH:28]([N:29]([CH:30]([CH3:31])[CH3:32])[CH2:33][CH3:34])([CH3:35])[CH3:36].[CH:37]([Cl:38])([Cl:39])[Cl:40].[ClH:23].[S:1]([Cl:2])([Cl:3])=[O:4].[cH:5]1[n:6][cH:7][n:8]2[c:9]1[CH:10]([c:14]1[cH:15][cH:16][c:17]([C:18](=[O:19])[OH:20])[cH:21][cH:22]1)[O:11][CH2:12][CH2:13]2>>[cH:5]1[n:6][cH:7][n:8]2[c:9]1[CH:10]([c:14]1[cH:15][cH:16][c:17]([C:18](=[O:20])[N:25]([CH3:24])[O:26][CH3:27])[cH:21][cH:22]1)[O:11][CH2:12][CH2:13]2.